From a dataset of the Open Reaction Database (ORD), a public repository of structured organic reaction records. describe an organic reaction: reactants, conditions, products, and yield Starting materials: ClC=1C(C2=CC=CC=C2C(C1Cl)=O)=O (2,3-dichloro-1,4-naphthoquinone), ( 3 ), ClC1=CC=C(C=C1)[C@@H]1CC[C@H](CC1)C(=O)O (trans 4-(4-chlorophenyl)cyclohexane-1-carboxylic acid), ( 4 ), S(=O)(=O)([O-])OOS(=O)(=O)[O-].[NH4+].[NH4+] (ammonium persulfate). Reagents/catalysts: [N+](=O)([O-])[O-].[Ag+] (silver nitrate). Run in C(C)#N (acetonitrile). Product: ClC1=CC=C(C=C1)C1CCC(CC1)C=1C(C2=CC=CC=C2C(C1Cl)=O)=O (2-[4-(4-chlorophenyl)cyclohexyl]-3-chloro-1,4-naphthoquinone), ( 5 ). RXN SMILES: Cl[C:2]1[C:3](=[O:14])[C:4]2[C:9]([C:10](=[O:13])[C:11]=1[Cl:12])=[CH:8][CH:7]=[CH:6][CH:5]=2.[Cl:15][C:16]1[CH:21]=[CH:20][C:19]([C@H:22]2[CH2:27][CH2:26][C@H:25](C(O)=O)[CH2:24][CH2:23]2)=[CH:18][CH:17]=1.S(OOS([O-])(=O)=O)([O-])(=O)=O.[NH4+].[NH4+]>C(#N)C.[N+]([O-])([O-])=O.[Ag+]>[Cl:15][C:16]1[CH:21]=[CH:20][C:19]([CH:22]2[CH2:27][CH2:26][CH:25]([C:2]3[C:3](=[O:14])[C:4]4[C:9]([C:10](=[O:13])[C:11]=3[Cl:12])=[CH:8][CH:7]=[CH:6][CH:5]=4)[CH2:24][CH2:23]2)=[CH:18][CH:17]=1 |f:2.3.4,6.7|. Procedure details: condensing 2,3-dichloro-1,4-naphthoquinone of formula (3) with trans 4-(4-chlorophenyl)cyclohexane-1-carboxylic acid of formula (4) in acetonitrile in presence of silver nitrate and ammonium persulfate in a suitable solvent to provide 2-[4-(4-chlorophenyl)cyclohexyl]-3-chloro-1,4-naphthoquinone of formula (5);